describe an organic reaction: reactants, conditions, products, and yield From a dataset of the Open Reaction Database (ORD), a public repository of structured organic reaction records. Reactants: C(C1=CC=CC=C1)OC1=CC(N(C=C1)CC(=O)C1=C(C=C(C=C1)CO)C)=O (4-Benzyloxy-1-[2-(4-hydroxymethyl-2-methyl-phenyl)-2-oxo-ethyl]-1H-pyridin-2-one), FC=1C=CC(=NC1)COC1=CC(NN=C1)=O (5-(5-fluoro-pyridin-2-ylmethoxy)-2H-pyridazin-3-one). Yields the product FC=1C=CC(=NC1)COC1=CC(N(N=C1)CC(=O)C1=C(C=C(C=C1)CO)C)=O (5-(5-Fluoro-pyridin-2-ylmethoxy)-2-[2-(4-hydroxymethyl-2-methyl-phenyl)-2-oxo-ethyl]-2H-pyridazin-3-one). The yield is 91.0%. Reaction SMILES: C(OC1C=CN([CH2:15][C:16]([C:18]2[CH:23]=[CH:22][C:21]([CH2:24][OH:25])=[CH:20][C:19]=2[CH3:26])=[O:17])C(=O)C=1)C1C=CC=CC=1.[F:28][C:29]1[CH:30]=[CH:31][C:32]([CH2:35][O:36][C:37]2[CH:42]=[N:41][NH:40][C:39](=[O:43])[CH:38]=2)=[N:33][CH:34]=1>>[F:28][C:29]1[CH:30]=[CH:31][C:32]([CH2:35][O:36][C:37]2[CH:42]=[N:41][N:40]([CH2:15][C:16]([C:18]3[CH:23]=[CH:22][C:21]([CH2:24][OH:25])=[CH:20][C:19]=3[CH3:26])=[O:17])[C:39](=[O:43])[CH:38]=2)=[N:33][CH:34]=1. Reported procedure: 5-(5-Fluoro-pyridin-2-ylmethoxy)-2-[2-(4-hydroxymethyl-2-methyl-phenyl)-2-oxo-ethyl]-2H-pyridazin-3-one is prepared following preparation 1c employing 5-(5-fluoro-pyridin-2-ylmethoxy)-2H-pyridazin-3-one (described in WO 09/103,478) instead of 4-benzyloxy-1H-pyridin-2-one. The reactants are CC1(C)Oc2ccc(Br)cc2C(n2ccccc2=O)=C1CNO, C[Si](C)(C)N=C=S, C1CCOC1, O. Yields the product CC1(C)Oc2ccc(Br)cc2C(n2ccccc2=O)=C1CN(O)C(N)=S. RXN SMILES: [Br:1][c:2]1[cH:3][cH:4][c:5]2[c:6]([cH:23]1)[C:7]([n:16]1[c:17](=[O:22])[cH:18][cH:19][cH:20][cH:21]1)=[C:8]([CH2:13][NH:14][OH:15])[C:9]([CH3:11])([CH3:12])[O:10]2.[CH3:24][Si:25]([CH3:26])([CH3:27])[N:28]=[C:29]=[S:30].[O:32]1[CH2:33][CH2:34][CH2:35][CH2:36]1.[OH2:31]>>[Br:1][c:2]1[cH:3][cH:4][c:5]2[c:6]([cH:23]1)[C:7]([n:16]1[c:17](=[O:22])[cH:18][cH:19][cH:20][cH:21]1)=[C:8]([CH2:13][N:14]([OH:15])[C:29]([NH2:28])=[S:30])[C:9]([CH3:11])([CH3:12])[O:10]2.